This data is from the Open Reaction Database (ORD), a public repository of structured organic reaction records. The task is: describe an organic reaction: reactants, conditions, products, and yield Reactants: BrC=1C=C(C=C2C(NC3=CC=C(C=C23)I)=O)C=C(C1O)Br (3-(3,5-Dibromo-4-hydroxy-benzylidene)-5-iodo-1,3-dihydro-indol-2-one), CC(C)([O-])C.[K+] (potassium t-butoxide), NCCOCCO (2-(2-Aminoethoxy)ethanol), C(=O)(Cl)Cl (phosgene), C1(=CC=CC=C1)C (toluene), CN1CCOCC1 (N-methyl morpholine). The solvent is CCOCC (ether), C1CCOC1 (THF), C1CCOC1 (THF). Conditions: temperature 0 celsius, time 10 minute. The product is OCCOCCNC(OC1=C(C=C(C=C1Br)C=C1C(NC2=CC=C(C=C12)I)=O)Br)=O (2,6-Dibromo-4-[(5-iodo-2-oxo-1,2-dihydro-3H-indol-3-ylidene) methyl]phenyl N-[2-(2-hydroxyethoxy)ethyl]carbamate). The yield is 79.0%. RXN SMILES: [Br:1][C:2]1[CH:3]=[C:4]([CH:17]=[C:18]([Br:21])[C:19]=1[OH:20])[CH:5]=[C:6]1[C:14]2[C:9](=[CH:10][CH:11]=[C:12]([I:15])[CH:13]=2)[NH:8][C:7]1=[O:16].CC(C)([O-])C.[K+].[C:28](Cl)(Cl)=[O:29].C1(C)C=CC=CC=1.[NH2:39][CH2:40][CH2:41][O:42][CH2:43][CH2:44][OH:45].CN1CCOCC1>C1COCC1.CCOCC>[OH:45][CH2:44][CH2:43][O:42][CH2:41][CH2:40][NH:39][C:28](=[O:29])[O:20][C:19]1[C:18]([Br:21])=[CH:17][C:4]([CH:5]=[C:6]2[C:14]3[C:9](=[CH:10][CH:11]=[C:12]([I:15])[CH:13]=3)[NH:8][C:7]2=[O:16])=[CH:3][C:2]=1[Br:1] |f:1.2|. Procedure: To a solution of 3-(3,5-Dibromo-4-hydroxy-benzylidene)-5-iodo-1,3-dihydro-indol-2-one (210 mg, 0.40 mmol) in 20 ml of THF under nitrogen was added 1M potassium t-butoxide in THF (0.40 ml, 0.40 mmol) dropwise via syringe. The solution was cooled to 0° C. and 1.97M phosgene in toluene (0.21 ml, 0.41 mmol) was added dropwise via syringe and the reaction mixture was stirred 10 minutes. 2-(2-Aminoethoxy)ethanol (40 μl, 0.40 mmol) was then added via syringe followed by N-methyl morpholine (˜45 mg, ˜45... Reactants: Cl.N1=CC=CC=C1 (pyridine hydrochloride), N1=C(C=CC=C1C)C (2,6-lutidine), FC(S(=O)(=O)O[Si](C)(C)C(C)(C)C)(F)F (tert-butyldimethylsilyl trifluoromethanesulfonate), FC(S(=O)(=O)O[Si](C)(C)C(C)(C)C)(F)F (tert-butyldimethylsilyl trifluoromethanesulfonate), FC=1C=C(C=CC1)C=1N(C=C2N(C(N(C(C21)=O)C)=O)C)CC(CC(=O)[O-])CO.[Na+] (sodium 4-(5-(3-fluorophenyl)-1,3-dimethyl-2,4-dioxo-3,4-dihydro-1H-pyrrolo[3,4-d]pyrimidin-6(2H)-yl)-3-(hydroxymethyl)butanoate), N1=C(C=CC=C1C)C (2,6-lutidine). The solvent is O (water), C(Cl)Cl (DCM), C(Cl)Cl (DCM), C(Cl)Cl (DCM). Run at time 3 hour. The product is [Si](C)(C)(C(C)(C)C)OCC(CC(=O)O)CN1C=C2N(C(N(C(C2=C1C1=CC(=CC=C1)F)=O)C)=O)C (4-((tert-Butyldimethylsilyl)oxy)-3-((5-(3-fluorophenyl)-1,3-dimethyl-2,4-dioxo-3,4-dihydro-1H-pyrrolo[3,4-d]pyrimidin-6(2H)-yl)methyl)butanoic acid). Reaction SMILES: FC(F)(F)S([O:6][Si:7]([C:10]([CH3:13])([CH3:12])[CH3:11])([CH3:9])[CH3:8])(=O)=O.[F:16][C:17]1[CH:18]=[C:19]([C:23]2[N:24]([CH2:36][CH:37]([CH2:42]O)[CH2:38][C:39]([O-:41])=[O:40])[CH:25]=[C:26]3[C:31]=2[C:30](=[O:32])[N:29]([CH3:33])[C:28](=[O:34])[N:27]3[CH3:35])[CH:20]=[CH:21][CH:22]=1.[Na+].N1C(C)=CC=CC=1C.Cl.N1C=CC=CC=1>C(Cl)Cl.O>[Si:7]([O:6][CH2:42][CH:37]([CH2:36][N:24]1[C:23]([C:19]2[CH:20]=[CH:21][CH:22]=[C:17]([F:16])[CH:18]=2)=[C:31]2[C:26]([N:27]([CH3:35])[C:28](=[O:34])[N:29]([CH3:33])[C:30]2=[O:32])=[CH:25]1)[CH2:38][C:39]([OH:41])=[O:40])([C:10]([CH3:11])([CH3:12])[CH3:13])([CH3:8])[CH3:9] |f:1.2,4.5|. Procedure details: A solution of tert-butyldimethylsilyl trifluoromethanesulfonate (3.37 mL, 14.7 mmol) in DCM (5 mL) was added dropwise to a suspension of sodium 4-(5-(3-fluorophenyl)-1,3-dimethyl-2,4-dioxo-3,4-dihydro-1H-pyrrolo[3,4-d]pyrimidin-6(2H)-yl)-3-(hydroxymethyl)butanoate (1.51 g, 3.7 mmol) and 2,6-lutidine (2.57 mL, 22.0 mmol) in DCM (20 mL) at 0° C. The mixture was stirred at room temperature for 3 hours. Further portions of 2,6-lutidine (641 μL, 5.5 mmol) and tert-butyldimethylsilyl trifluoromethanes... Procedure: Using the procedure described in Tetrahedron Letters 31(38), 5507-08, [5-cloro-2-(2-hydroxy-ethyl)-3-methanesulfonyl-indol-1-yl]-acetonitrile (0.312 g, 1 mmole) was vigorously stirred in methylene chloride (4 ml) containing tetrafluoroboric acid (0.087 g, 1 mmole) while 0.5 ml of a 2N solution of TMSCHN2 in hexane was added dropwise at 0° C. over a 5 minute period. Three more portions of TMSCHN2 were added (0.25 ml each) similarly at 20 minute intervals. The solution was stirred for 30 minutes b... Conditions: temperature 0 celsius, time 30 minute. RXN SMILES: [Cl:1][C:2]1[CH:3]=[C:4]2[C:8](=[CH:9][CH:10]=1)[N:7]([CH2:11][C:12]#[N:13])[C:6]([CH2:14][CH2:15][OH:16])=[C:5]2[S:17]([CH3:20])(=[O:19])=[O:18].F[B-](F)(F)F.[H+].[Si](C=[N+]=[N-])(C)(C)[CH3:28].O>C(Cl)Cl.CCCCCC.C(OCC)(=O)C>[Cl:1][C:2]1[CH:3]=[C:4]2[C:8](=[CH:9][CH:10]=1)[N:7]([CH2:11][C:12]#[N:13])[C:6]([CH2:14][CH2:15][O:16][CH3:28])=[C:5]2[S:17]([CH3:20])(=[O:19])=[O:18] |f:1.2|. The product is ClC=1C=C2C(=C(N(C2=CC1)CC#N)CCOC)S(=O)(=O)C ([5-chloro-3-methanesulfonyl-2-(2-methoxy-ethyl)-indol-1-yl]-acetonitrile). Reactants: ClC=1C=C2C(=C(N(C2=CC1)CC#N)CCO)S(=O)(=O)C ([5-cloro-2-(2-hydroxy-ethyl)-3-methanesulfonyl-indol-1-yl]-acetonitrile), [Si](C)(C)(C)C=[N+]=[N-] (TMSCHN2), F[B-](F)(F)F.[H+] (tetrafluoroboric acid), solution, [Si](C)(C)(C)C=[N+]=[N-] (TMSCHN2), O (water). Yield: 42.0%. Solvent: CCCCCC (hexane), C(Cl)Cl (methylene chloride), C(C)(=O)OCC (ethyl acetate). The reactants are [I-].C(C1=CC=CC=C1)[N+]1(CC(C(CC1)=O)C1=C(C=CC=C1)C)C (1-benzyl-1-methyl-4-oxo-3-o-tolyl-piperidinium iodide), COC=1C=C(N)C=C(C1OC)OC (3,4,5-trimethoxy aniline), C([O-])([O-])=O.[K+].[K+] (potassium carbonate). Solvent: O (water), C(C)O (ethanol), O (Water). The product is C1(=C(C=CC=C1)C1CN(CCC1=O)C1=CC(=C(C(=C1)OC)OC)OC)C (3-o-Tolyl-1-(3,4,5-trimethoxy-phenyl)-piperidine-4-one). Isolated yield 78.3%. RXN SMILES: [I-].C([N+:9]1(C)[CH2:14][CH2:13][C:12](=[O:15])[CH:11]([C:16]2[CH:21]=[CH:20][CH:19]=[CH:18][C:17]=2[CH3:22])[CH2:10]1)C1C=CC=CC=1.[CH3:24][O:25][C:26]1[CH:27]=[C:28]([CH:30]=[C:31]([O:35][CH3:36])[C:32]=1[O:33][CH3:34])N.C(=O)([O-])[O-].[K+].[K+]>O.C(O)C>[C:17]1([CH3:22])[CH:18]=[CH:19][CH:20]=[CH:21][C:16]=1[CH:11]1[C:12](=[O:15])[CH2:13][CH2:14][N:9]([C:28]2[CH:30]=[C:31]([O:35][CH3:36])[C:32]([O:33][CH3:34])=[C:26]([O:25][CH3:24])[CH:27]=2)[CH2:10]1 |f:0.1,3.4.5|. Procedure: A slurry of 1-benzyl-1-methyl-4-oxo-3-o-tolyl-piperidinium iodide (1000 mg) in water (5 ml) was added in one portion to a refluxing solution of 3,4,5-trimethoxy aniline (395 mg) and anhydrous potassium carbonate (37 mg) in ethanol (10 ml). The reaction was heated to reflux over night. Water was added and the reaction was extracted four times with DCM. The combined organic layers were dried over sodium sulfate, filtered and the solvent was evaporated to leave a red-brown oil, which was purified b... Starting materials: COc1cccc(CN)c1, COCCOC, CS(=O)c1nc(N)nc(-c2ccco2)c1C#N. The product is COc1cccc(CNc2nc(N)nc(-c3ccco3)c2C#N)c1. RXN SMILES: [CH3:18][O:19][c:20]1[cH:21][c:22]([CH2:23][NH2:24])[cH:25][cH:26][cH:27]1.[CH3:28][O:29][CH2:30][CH2:31][O:32][CH3:33].[NH2:1][c:2]1[n:3][c:4]([S:15]([CH3:16])=[O:17])[c:5]([C:13]#[N:14])[c:6](-[c:8]2[o:9][cH:10][cH:11][cH:12]2)[n:7]1>>[NH2:1][c:2]1[n:3][c:4]([NH:24][CH2:23][c:22]2[cH:21][c:20]([O:19][CH3:18])[cH:27][cH:26][cH:25]2)[c:5]([C:13]#[N:14])[c:6](-[c:8]2[o:9][cH:10][cH:11][cH:12]2)[n:7]1.